From a dataset of the Open Reaction Database (ORD), a public repository of structured organic reaction records. describe an organic reaction: reactants, conditions, products, and yield The reactants are COCOc1cc(CO)c(Br)c(OCOC)c1, C1CCOC1, CI, [H-], [Na+]. The product is COCOc1cc(COC)c(Br)c(OCOC)c1. Reaction SMILES: [Br:1][c:2]1[c:3]([CH2:16][OH:17])[cH:4][c:5]([O:12][CH2:13][O:14][CH3:15])[cH:6][c:7]1[O:8][CH2:9][O:10][CH3:11].[CH2:22]1[O:23][CH2:24][CH2:25][CH2:26]1.[CH3:20][I:21].[H-:19].[Na+:18]>>[Br:1][c:2]1[c:3]([CH2:16][O:17][CH3:20])[cH:4][c:5]([O:12][CH2:13][O:14][CH3:15])[cH:6][c:7]1[O:8][CH2:9][O:10][CH3:11]. As a reaction SMILES: [CH3:1][O:2][CH2:3][CH2:4][O:5][CH2:6][N:7]1[C:8]([CH3:30])=[C:9]([C:26](=[O:27])[O:28][CH3:29])[CH:10]([c:17]2[cH:18][c:19]([N+:23](=[O:24])[O-:25])[cH:20][cH:21][cH:22]2)[C:11]([C:14](=[O:15])[OH:16])=[C:12]1[CH3:13].[CH3:32][C:33](=[O:34])[CH3:35].[ClH:31].[O:36]1[CH2:37][CH2:38][CH2:39][CH2:40]1>>[NH:7]1[C:8]([CH3:30])=[C:9]([C:26](=[O:27])[O:28][CH3:29])[CH:10]([c:17]2[cH:18][c:19]([N+:23](=[O:24])[O-:25])[cH:20][cH:21][cH:22]2)[C:11]([C:14](=[O:15])[OH:16])=[C:12]1[CH3:13]. Yields the product COC(=O)C1=C(C)NC(C)=C(C(=O)O)C1c1cccc([N+](=O)[O-])c1. The reactants are COCCOCN1C(C)=C(C(=O)O)C(c2cccc([N+](=O)[O-])c2)C(C(=O)OC)=C1C, CC(C)=O, Cl, C1CCOC1. Reactants: C(C)OC(CC1=CC(=C(C=C1)OCCCCCCCCCCCCCC)OC)=O (3-Methoxy-4-(tetradecyloxy)benzeneacetic acid ethyl ester), [OH-].[K+] (potassium hydroxide), O (water). The solvent is C(C)O (ethyl alcohol). The product is COC=1C=C(C=CC1OCCCCCCCCCCCCCC)CC(=O)O (3-Methoxy-4-(tetradecyloxy)benzeneacetic acid). Yield: 68.0%. RXN SMILES: C([O:3][C:4](=[O:29])[CH2:5][C:6]1[CH:11]=[CH:10][C:9]([O:12][CH2:13][CH2:14][CH2:15][CH2:16][CH2:17][CH2:18][CH2:19][CH2:20][CH2:21][CH2:22][CH2:23][CH2:24][CH2:25][CH3:26])=[C:8]([O:27][CH3:28])[CH:7]=1)C.[OH-].[K+].O>C(O)C>[CH3:28][O:27][C:8]1[CH:7]=[C:6]([CH2:5][C:4]([OH:29])=[O:3])[CH:11]=[CH:10][C:9]=1[O:12][CH2:13][CH2:14][CH2:15][CH2:16][CH2:17][CH2:18][CH2:19][CH2:20][CH2:21][CH2:22][CH2:23][CH2:24][CH2:25][CH3:26] |f:1.2|. Procedure details: The title compound is prepared by the procedure of Example 64 using 60 g of product from Example 66, 24.84 g of potassium hydroxide, 45 ml of water and 650 ml of ethyl alcohol. The reaction is heated at reflux temperature for 41 hours. The residue is recrystallized from methylene chloride/hexane to give 38 g of the desired product as cream needles. Starting materials: CO, O=C1CCCc2ccccc2N1, O=S(=O)(O)O. As a reaction SMILES: [CH3:13][OH:14].[NH:1]1[c:2]2[c:3]([cH:9][cH:10][cH:11][cH:12]2)[CH2:4][CH2:5][CH2:6][C:7]1=[O:8].[S:15](=[O:16])(=[O:17])([OH:18])[OH:19]>>[NH2:1][c:2]1[c:3]([CH2:4][CH2:5][CH2:6][C:7](=[O:8])[O:14][CH3:13])[cH:9][cH:10][cH:11][cH:12]1. Product: COC(=O)CCCc1ccccc1N. The reactants are O (water), C(C)OC(C1=C(C=C(C=C1)N1C=C(C(=C1)C1=C(C=CC=C1)O)C#N)OCOC)=O (4-[4-(2-hydroxyphenyl)-3-cyanopyrrole-1-yl]-2-methoxymethoxy benzoic acid ethyl ester), C([O-])([O-])=O.[K+].[K+] (potassium carbonate), BrCCCOC (1-bromo-3-methoxy-propane). The solvent is CN(C=O)C (N,N-dimethylformamide). Conditions: temperature 70 celsius, time 18 hour. Product: C(C)OC(C1=C(C=C(C=C1)N1C=C(C(=C1)C1=C(C=CC=C1)OCCOC)C#N)OCOC)=O (4-{3-Cyano-4-[2-(2-methoxyethoxy)phenyl]pyrrole-1-yl}-2-methoxymethoxy-benzoic acid ethyl ester). Isolated yield 87.1%. As a reaction SMILES: [CH2:1]([O:3][C:4](=[O:29])[C:5]1[CH:10]=[CH:9][C:8]([N:11]2[CH:15]=[C:14]([C:16]3[CH:21]=[CH:20][CH:19]=[CH:18][C:17]=3[OH:22])[C:13]([C:23]#[N:24])=[CH:12]2)=[CH:7][C:6]=1[O:25][CH2:26][O:27][CH3:28])[CH3:2].C(=O)([O-])[O-].[K+].[K+].BrC[CH2:38][CH2:39][O:40][CH3:41].O>CN(C)C=O>[CH2:1]([O:3][C:4](=[O:29])[C:5]1[CH:10]=[CH:9][C:8]([N:11]2[CH:15]=[C:14]([C:16]3[CH:21]=[CH:20][CH:19]=[CH:18][C:17]=3[O:22][CH2:38][CH2:39][O:40][CH3:41])[C:13]([C:23]#[N:24])=[CH:12]2)=[CH:7][C:6]=1[O:25][CH2:26][O:27][CH3:28])[CH3:2] |f:1.2.3|. Procedure: To a solution of 4-[4-(2-hydroxyphenyl)-3-cyanopyrrole-1-yl]-2-methoxymethoxy benzoic acid ethyl ester (0.12 g) and potassium carbonate (0.10 g) in N,N-dimethylformamide (1 mL) was added 1-bromo-3-methoxy-propane (0.092 g), and this mixture was stirred at 70° C. for 18 hours. This reaction mixture was poured into water, and this mixture was extracted with ethyl acetate. This organic layer was washed with brine, dried over anhydrous magnesium sulfate and concentrated under reduced pressure to giv... Starting materials: COC1=CC=C(C=C1)C1=CC=C(S1)C(=O)O (5-(4-methoxyphenyl)thiophene-2-carboxylic acid), S(=O)(Cl)Cl (thionylchloride). Run in C1(=CC=CC=C1)C (toluene). Run at temperature 100 celsius. Yields the product COC1=CC=C(C=C1)C1=CC=C(S1)C(=O)Cl (5-(4-Methoxyphenyl)thiophene-2-carbonyl chloride). Reaction SMILES: [CH3:1][O:2][C:3]1[CH:8]=[CH:7][C:6]([C:9]2[S:13][C:12]([C:14]([OH:16])=O)=[CH:11][CH:10]=2)=[CH:5][CH:4]=1.S(Cl)([Cl:19])=O>C1(C)C=CC=CC=1>[CH3:1][O:2][C:3]1[CH:8]=[CH:7][C:6]([C:9]2[S:13][C:12]([C:14]([Cl:19])=[O:16])=[CH:11][CH:10]=2)=[CH:5][CH:4]=1. Procedure details: To a solution of 5-(4-methoxyphenyl)thiophene-2-carboxylic acid (0.60 g, 2.5 mmol) in toluene (4 mL) was added thionylchloride (560 mL, 7.7 mmol) and the reaction mixture was heated at 100° C. for 18 h. The reaction mixture was cooled to room temperature and concentrated to afford the desire product (642 mg, crude): ESI MS m/z 253 [C12H9ClO2S+H]+. Starting materials: C(=O)(C(F)(F)F)O (TFA), C1=CC(=CC(=C1)Cl)C(=O)OO (m-CPBA), ice, C(C)(C)N1N=C(N=C1C1=CN2CCOC3=C(C2=N1)C=CC(=C3)SC3CCN(CC3)C(C)C)C (2-(2-Isopropyl-5-methyl-2H-[1,2,4]triazol-3-yl)-8-(1-isopropylpiperidin-4-ylsulfanyl)-4,5-dihydro-6-oxa-1,3a-diazabenzo[e]azulene). Solvent: C(Cl)Cl (DCM), C(Cl)Cl (DCM). Conditions: temperature 0 celsius, time 15 minute. Yields the product C(C)(C)N1N=C(N=C1C=1N=C2N(CCOC3=C2C=CC(=C3)S(=O)C3CCN(CC3)C(C)C)C1)C (2-(1-isopropyl-3-methyl-1H-1,2,4-triazol-5-yl)-9-(1-isopropylpiperidin-4-ylsulfinyl)-5,6-dihydrobenzo[f]imidazo[1,2-d][1,4]oxazepine). Reaction SMILES: [CH:1]([N:4]1[C:8]([C:9]2[N:18]=[C:17]3[N:11]([CH2:12][CH2:13][O:14][C:15]4[CH:22]=[C:21]([S:23][CH:24]5[CH2:29][CH2:28][N:27]([CH:30]([CH3:32])[CH3:31])[CH2:26][CH2:25]5)[CH:20]=[CH:19][C:16]=43)[CH:10]=2)=[N:7][C:6]([CH3:33])=[N:5]1)([CH3:3])[CH3:2].C(O)(C(F)(F)F)=[O:35].C1C=C(Cl)C=C(C(OO)=O)C=1>C(Cl)Cl>[CH:1]([N:4]1[C:8]([C:9]2[N:18]=[C:17]3[C:16]4[CH:19]=[CH:20][C:21]([S:23]([CH:24]5[CH2:29][CH2:28][N:27]([CH:30]([CH3:32])[CH3:31])[CH2:26][CH2:25]5)=[O:35])=[CH:22][C:15]=4[O:14][CH2:13][CH2:12][N:11]3[CH:10]=2)=[N:7][C:6]([CH3:33])=[N:5]1)([CH3:3])[CH3:2]. Procedure: To an ice-cooled solution of 2-(2-isopropyl-5-methyl-2H-[1,2,4]triazol-3-yl)-8-(1-isopropylpiperidin-4-ylsulfanyl)-4,5-dihydro-6-oxa-1,3a-diazabenzo[e]azulene from Example 49 (102 mg, 0.219 mmol) in DCM (10 mL) was added TFA (84 μL, 1.09 mmol) followed by a solution of m-CPBA (42 mg, 0.241 mmol) in DCM (2 mL). The resulting mixture was stirred for 15 min at 0° C. then volatiles were removed under reduced pressure. The crude material was purified by column chromatography (C18, gradient 20-45% MeO...